This data is from the Open Reaction Database (ORD), a public repository of structured organic reaction records. The task is: describe an organic reaction: reactants, conditions, products, and yield Starting materials: BrC1=CC=C(C=C1)C(CC(=O)C=1C=CC(N(C1)CC1CC1)=O)C1=C(C=CC=C1)C (5-[3-(4-bromo-phenyl)-3-o-tolyl-propionyl]-1-cyclopropylmethyl-1H-pyridin-2-one), Cl.NO (hydroxylamine hydrochloride), C(=O)(O)[O-].[Na+] (NaHCO3). The product is BrC1=CC=C(C=C1)C(C\C(=N/O)\C=1C=CC(N(C1)CC1CC1)=O)C1=C(C=CC=C1)C (5-{3-(4-Bromo-phenyl)-1-[(E)-hydroxyimino]-3-o-tolyl-propyl}-1-cyclopropylmethyl-1H-pyridin-2-one). RXN SMILES: [Br:1][C:2]1[CH:7]=[CH:6][C:5]([CH:8]([C:23]2[CH:28]=[CH:27][CH:26]=[CH:25][C:24]=2[CH3:29])[CH2:9][C:10]([C:12]2[CH:13]=[CH:14][C:15](=[O:22])[N:16]([CH2:18][CH:19]3[CH2:21][CH2:20]3)[CH:17]=2)=O)=[CH:4][CH:3]=1.Cl.[NH2:31][OH:32].C([O-])(O)=O.[Na+]>>[Br:1][C:2]1[CH:7]=[CH:6][C:5]([CH:8]([C:23]2[CH:28]=[CH:27][CH:26]=[CH:25][C:24]=2[CH3:29])[CH2:9]/[C:10](/[C:12]2[CH:13]=[CH:14][C:15](=[O:22])[N:16]([CH2:18][CH:19]3[CH2:21][CH2:20]3)[CH:17]=2)=[N:31]\[OH:32])=[CH:4][CH:3]=1 |f:1.2,3.4|. Procedure: In analogy to example 151, step 3, 5-[3-(4-bromo-phenyl)-3-o-tolyl-propionyl]-1-cyclopropylmethyl-1H-pyridin-2-one was reacted with hydroxylamine hydrochloride in the presence of NaHCO3 to give the title compound as a colorless foam, MS (ESI+): m/z=465.1 [M+H]+. The solvent is C(C)O (ethanol). Isolated yield 61.8%. Starting materials: C(C)OC(CCC1=C(C=C(C=C1C)C=CC(=O)C=1SC(=C2C1CCC(C2)(C)C)CC)CC)=O (3-{2-ethyl-4-[3-(3-ethyl-5,5-dimethyl-4,5,6,7-tetrahydro-benzo[c]thiophen-1-yl)-3-oxo-propenyl]-6-methyl-phenyl}-propionic acid ethyl ester). Procedure: To a solution of 3-{2-ethyl-4-[3-(3-ethyl-5,5-dimethyl-4,5,6,7-tetrahydro-benzo[c]thiophen-1-yl)-3-oxo-propenyl]-6-methyl-phenyl}-propionic acid ethyl ester (153 mg, 0.328 mmol) in ethanol, Pd/C (80 mg, 10% Pd, moistened with 50% water) is added and the resulting slurry is stirred at rt for 72 h under 1 bar of H2. The reaction mixture is filtered and the filtrate is evaporated. The crude product is purified by prep. HPLC (Grom-Sil 120 ODS-4-HE, 30×75 mm, 10 μm, acetonitrile/water (0.5% HCOOH), 2... Reaction conditions: time 72 hour. The reagents and catalysts are [Pd] (Pd/C). The product is C(C)OC(CCC1=C(C=C(C=C1C)CCC(=O)C=1SC(=C2C1CCC(C2)(C)C)CC)CC)=O (3-{2-ethyl-4-[3-(3-ethyl-5,5-dimethyl-4,5,6,7-tetrahydro-benzo[c]thiophen-1-yl)-3-oxo-propyl]-6-methyl-phenyl}-propionic acid ethyl ester). Reaction SMILES: [CH2:1]([O:3][C:4](=[O:33])[CH2:5][CH2:6][C:7]1[C:12]([CH3:13])=[CH:11][C:10]([CH:14]=[CH:15][C:16]([C:18]2[S:19][C:20]([CH2:29][CH3:30])=[C:21]3[CH2:26][C:25]([CH3:28])([CH3:27])[CH2:24][CH2:23][C:22]=23)=[O:17])=[CH:9][C:8]=1[CH2:31][CH3:32])[CH3:2]>C(O)C.[Pd]>[CH2:1]([O:3][C:4](=[O:33])[CH2:5][CH2:6][C:7]1[C:12]([CH3:13])=[CH:11][C:10]([CH2:14][CH2:15][C:16]([C:18]2[S:19][C:20]([CH2:29][CH3:30])=[C:21]3[CH2:26][C:25]([CH3:27])([CH3:28])[CH2:24][CH2:23][C:22]=23)=[O:17])=[CH:9][C:8]=1[CH2:31][CH3:32])[CH3:2]. Reactants: CC1=C(C(=CC=C1)C)O (2,6-dimethylphenol), N(=NC(=O)OC(C)C)C(=O)OC(C)C (diisopropyl azodicarboxylate), C1(=CC=CC=C1)P(C1=CC=CC=C1)C1=CC=CC=C1 (triphenylphosphine), OCC1=NOC(=C1C(=O)OC)C(C)C (methyl 3-(hydroxymethyl)-5-(1-methylethyl)-4-isoxazolecarboxylate). The solvent is C1(=CC=CC=C1)C (toluene). Reaction conditions: temperature 90 celsius, time 8 hour. Product: CC1=C(C(=CC=C1)C)OCC1=NOC(=C1C(=O)OC)C(C)C (methyl 3-{[(2,6-dimethylphenyl)oxy]methyl}-5-(1-methylethyl)-4-isoxazolecarboxylate). The yield is 71.8%. Reaction SMILES: [CH3:1][C:2]1[CH:7]=[CH:6][CH:5]=[C:4]([CH3:8])[C:3]=1[OH:9].C1(P(C2C=CC=CC=2)C2C=CC=CC=2)C=CC=CC=1.O[CH2:30][C:31]1[C:35]([C:36]([O:38][CH3:39])=[O:37])=[C:34]([CH:40]([CH3:42])[CH3:41])[O:33][N:32]=1.N(C(OC(C)C)=O)=NC(OC(C)C)=O>C1(C)C=CC=CC=1>[CH3:1][C:2]1[CH:7]=[CH:6][CH:5]=[C:4]([CH3:8])[C:3]=1[O:9][CH2:30][C:31]1[C:35]([C:36]([O:38][CH3:39])=[O:37])=[C:34]([CH:40]([CH3:42])[CH3:41])[O:33][N:32]=1. Procedure: To a solution of 2,6-dimethylphenol (184 mg, 1.51 mmol), triphenylphosphine (396 mg, 1.51 mmol), and methyl 3-(hydroxymethyl)-5-(1-methylethyl)-4-isoxazolecarboxylate (300 mg, 1.51 mmol) in toluene (4 mL) was slowly added diisopropyl azodicarboxylate (0.272 mL, 1.51 mmol). The solution was heated in a microwave reactor at 90° C. for 10 minutes and then allowed to stand at ambient temperature overnight. The solution was concentrated and purified by chromatography (silica gel, 2.5% acetone in hexa... Reactants: CCOC(=O)C(CCC#N)C(=O)OCC, Cc1cnc(Cl)c([N+](=O)[O-])c1, [H-], [Na+], C1CCOC1. Product: CCOC(=O)C(CCC#N)(C(=O)OCC)c1ncc(C)cc1[N+](=O)[O-]. As a reaction SMILES: [CH2:1]([CH3:2])[O:3][C:4]([CH:5]([C:6](=[O:7])[O:8][CH2:9][CH3:10])[CH2:11][CH2:12][C:13]#[N:14])=[O:15].[Cl:18][c:19]1[n:20][cH:21][c:22]([CH3:28])[cH:23][c:24]1[N+:25](=[O:26])[O-:27].[H-:16].[Na+:17].[O:29]1[CH2:30][CH2:31][CH2:32][CH2:33]1>>[CH2:1]([CH3:2])[O:3][C:4]([C:5]([C:6](=[O:7])[O:8][CH2:9][CH3:10])([CH2:11][CH2:12][C:13]#[N:14])[c:19]1[n:20][cH:21][c:22]([CH3:28])[cH:23][c:24]1[N+:25](=[O:26])[O-:27])=[O:15]. Reported procedure: A mixture of the product from Step A (6.2 g, 15.3 mmol), EDC (4.4 g, 23.0 mmol), and HOBt (3.1 g, 23.0 mmol) in anhydrous DCM (200 mL) was stirred for 30 min at RT, then β-alanine methyl ester (2.1 g, 15.3 mmol) and DIEA (8.0 mL, 45.9 mmol) were added. After being stirred for 12 hours at RT, the mixture was diluted with DCM then washed with 100 mL of 0.5 M HCl (aq) then 100 mL of saturated NaCl (aq). The organic layer was dried over Na2SO4, filtered, then concentrated. The major diastereomer of ... Product: ClC1=CC=C(C=C1)C(C(=O)OC(C)(C)C)C(CCC)C1=CC=C(C=C1)C(=O)NCCC(=O)OC (tert-Butyl 2-(4-chlorophenyl)-3-(4-{[(3-methoxy-3-oxopropyl)amino]carbonyl}phenyl)hexanoate). Run at time 30 minute. The reactants are C(C)(C)(C)OC(C(C1=CC=C(C=C1)Cl)C(CCC)C1=CC=C(C(=O)O)C=C1)=O (4-{1-[2-tert-Butoxy-1-(4-chlorophenyl)-2-oxoethyl]butyl}benzoic acid), C(CCl)Cl (EDC), C=1C=CC2=C(C1)N=NN2O (HOBt), COC(CCN)=O (β-alanine methyl ester), CCN(C(C)C)C(C)C (DIEA). As a reaction SMILES: [C:1]([O:5][C:6](=[O:28])[CH:7]([CH:15]([C:19]1[CH:27]=[CH:26][C:22]([C:23](O)=[O:24])=[CH:21][CH:20]=1)[CH2:16][CH2:17][CH3:18])[C:8]1[CH:13]=[CH:12][C:11]([Cl:14])=[CH:10][CH:9]=1)([CH3:4])([CH3:3])[CH3:2].C(Cl)CCl.C1C=CC2N(O)N=NC=2C=1.[CH3:43][O:44][C:45](=[O:49])[CH2:46][CH2:47][NH2:48].CCN(C(C)C)C(C)C>C(Cl)Cl>[Cl:14][C:11]1[CH:12]=[CH:13][C:8]([CH:7]([CH:15]([C:19]2[CH:20]=[CH:21][C:22]([C:23]([NH:48][CH2:47][CH2:46][C:45]([O:44][CH3:43])=[O:49])=[O:24])=[CH:26][CH:27]=2)[CH2:16][CH2:17][CH3:18])[C:6]([O:5][C:1]([CH3:4])([CH3:2])[CH3:3])=[O:28])=[CH:9][CH:10]=1. Solvent: C(Cl)Cl (DCM), C(Cl)Cl (DCM). Reactants: [C-]#N, CCCCCCCCOc1ccc(-c2ccc(OC(=O)c3ccc(CC(C)CC)c(Br)c3)cc2)cc1, Cc1ccccc1, CN(C)C=O, [Cl-], Cl, O. Yields the product CCCCCCCCOc1ccc(-c2ccc(OC(=O)c3ccc(CC(C)CC)c(C#N)c3)cc2)cc1. As a reaction SMILES: [C-:37]#[N:38].[CH2:1]([CH2:2][CH2:3][CH2:4][CH2:5][CH2:6][CH2:7][CH3:8])[O:9][c:10]1[cH:11][cH:12][c:13](-[c:16]2[cH:17][cH:18][c:19]([O:22][C:23]([c:24]3[cH:25][c:26]([Br:35])[c:27]([CH2:30][CH:31]([CH2:32][CH3:33])[CH3:34])[cH:28][cH:29]3)=[O:36])[cH:20][cH:21]2)[cH:14][cH:15]1.[CH3:41][c:42]1[cH:43][cH:44][cH:45][cH:46][cH:47]1.[CH3:49][N:50]([CH3:51])[CH:52]=[O:53].[Cl-:39].[ClH:40].[OH2:48]>>[CH2:1]([CH2:2][CH2:3][CH2:4][CH2:5][CH2:6][CH2:7][CH3:8])[O:9][c:10]1[cH:11][cH:12][c:13](-[c:16]2[cH:17][cH:18][c:19]([O:22][C:23]([c:24]3[cH:25][c:26]([C:37]#[N:38])[c:27]([CH2:30][CH:31]([CH2:32][CH3:33])[CH3:34])[cH:28][cH:29]3)=[O:36])[cH:20][cH:21]2)[cH:14][cH:15]1. The reactants are FC1=CC2=C(N=C(S2)N)C=C1 (6-fluorobenzo[d]thiazol-2-amine), ClS(=O)(=O)O (chlorosulfonic acid). Run at time 0.5 hour. Product: NC=1SC=2C(N1)=C(C=C(C2)F)S(=O)(=O)Cl (2-amino-6-fluorobenzo[d]thiazole-4-sulfonyl chloride). The yield is 15.0%. As a reaction SMILES: [F:1][C:2]1[CH:11]=[CH:10][C:5]2[N:6]=[C:7]([NH2:9])[S:8][C:4]=2[CH:3]=1.[Cl:12][S:13](O)(=[O:15])=[O:14]>>[NH2:9][C:7]1[S:8][C:4]2[C:5](=[C:10]([S:13]([Cl:12])(=[O:15])=[O:14])[CH:11]=[C:2]([F:1])[CH:3]=2)[N:6]=1. Reported procedure: 6-fluorobenzo[d]thiazol-2-amine (1 g, 5.95 mol) was added dropwise to chlorosulfonic acid (5.0 mmol) at 0° C. After the addition was complete, the mixture was stirred at room temperature for 0.5 h and then heated at 105° C. and stirred overnight. The resulting mixture was cooled to −10° C. and quenched by pouring on crushed ice slowly. The resulting mixture was extracted with EtOAc (100 mL×2). The combined organic phase was washed with brine, dried over anhy. Na2SO4 and concentrated in vacuo. Co... Reactants: O=C([O-])[O-], COc1cc2ncn(Cc3ccccc3)c(=O)c2cc1O, CN1CCN(C2CCC(OS(C)(=O)=O)CC2)CC1=O, CN1CCCC1=O, [Cs+], [Cs+]. Yields the product COc1cc2ncn(Cc3ccccc3)c(=O)c2cc1OC1CCC(N2CCN(C)C(=O)C2)CC1. Reaction SMILES: [C:41](=[O:42])([O-:43])[O-:44].[CH2:20]([c:21]1[cH:22][cH:23][cH:24][cH:25][cH:26]1)[n:27]1[cH:28][n:29][c:30]2[cH:31][c:32]([O:39][CH3:40])[c:33]([OH:38])[cH:34][c:35]2[c:36]1=[O:37].[CH3:1][S:2](=[O:3])(=[O:4])[O:5][CH:6]1[CH2:7][CH2:8][CH:9]([N:12]2[CH2:13][C:14](=[O:19])[N:15]([CH3:18])[CH2:16][CH2:17]2)[CH2:10][CH2:11]1.[CH3:47][N:48]1[CH2:49][CH2:50][CH2:51][C:52]1=[O:53].[Cs+:45].[Cs+:46]>>[O:5]([CH:6]1[CH2:7][CH2:8][CH:9]([N:12]2[CH2:13][C:14](=[O:19])[N:15]([CH3:18])[CH2:16][CH2:17]2)[CH2:10][CH2:11]1)[c:33]1[c:32]([O:39][CH3:40])[cH:31][c:30]2[n:29][cH:28][n:27]([CH2:20][c:21]3[cH:22][cH:23][cH:24][cH:25][cH:26]3)[c:36](=[O:37])[c:35]2[cH:34]1.